This data is from the Open Reaction Database (ORD), a public repository of structured organic reaction records. The task is: describe an organic reaction: reactants, conditions, products, and yield Starting materials: IC1=CC(=C(COC(C2=CC=C(C#N)C=C2)C2=CN=CN2C)C=C1)[N+](=O)[O-] (4-(((4-iodo-2-nitrobenzyl)oxy)(1-methyl-1H-imidazol-5-yl)methyl)benzonitrile), Cl (HCl). The solvent is CO (methanol). Reaction conditions: time 12 hour. Product: NC1=C(COC(C2=CC=C(C#N)C=C2)C2=CN=CN2C)C=CC(=C1)I (4-(((2-amino-4-iodobenzyl)oxy)(1-methyl-1H-imidazol-5-yl)methyl)benzonitrile). As a reaction SMILES: [I:1][C:2]1[CH:24]=[CH:23][C:5]([CH2:6][O:7][CH:8]([C:17]2[N:21]([CH3:22])[CH:20]=[N:19][CH:18]=2)[C:9]2[CH:16]=[CH:15][C:12]([C:13]#[N:14])=[CH:11][CH:10]=2)=[C:4]([N+:25]([O-])=O)[CH:3]=1.Cl>CO>[NH2:25][C:4]1[CH:3]=[C:2]([I:1])[CH:24]=[CH:23][C:5]=1[CH2:6][O:7][CH:8]([C:17]1[N:21]([CH3:22])[CH:20]=[N:19][CH:18]=1)[C:9]1[CH:16]=[CH:15][C:12]([C:13]#[N:14])=[CH:11][CH:10]=1. Procedure details: A solution of Example 46B (0.8 g, 2.1 mmol) in methanol (50 mL) at room temperature was treated with SnCl22H2O (1.41 g, 6.3 mmol) and concentrated HCl (20 mL), stirred for 12 hours, and concentrated. The concentrate was treated with aqueous NaOH and extracted with ethyl acetate. The combined extracts were washed with brine, dried (MgSO4), filtered, and concentrated. The concentrate was purified by flash column chromatography on silica gel with CH2Cl2:CH3OH:NH4OH (100:3:3, v/v) to provide the des...